This data is from the Open Reaction Database (ORD), a public repository of structured organic reaction records. The task is: describe an organic reaction: reactants, conditions, products, and yield The reactants are C1CCNCC1, CN(C)C=O, Cc1ccc(Cl)c([N+](=O)[O-])c1, O. Product: Cc1ccc(N2CCCCC2)c([N+](=O)[O-])c1. RXN SMILES: [CH2:1]1[CH2:2][CH2:3][NH:4][CH2:5][CH2:6]1.[CH3:7][N:8]([CH3:9])[CH:10]=[O:11].[Cl:12][c:13]1[c:14]([N+:20](=[O:21])[O-:22])[cH:15][c:16]([CH3:19])[cH:17][cH:18]1.[OH2:23]>>[CH2:1]1[CH2:2][CH2:3][N:4]([c:13]2[c:14]([N+:20](=[O:21])[O-:22])[cH:15][c:16]([CH3:19])[cH:17][cH:18]2)[CH2:5][CH2:6]1.